This data is from the Open Reaction Database (ORD), a public repository of structured organic reaction records. The task is: describe an organic reaction: reactants, conditions, products, and yield Conditions: time 8 hour. RXN SMILES: [F:1][C:2]1[C:7]([C:8]2[CH:13]=[CH:12][CH:11]=[C:10]([CH2:14][OH:15])[CH:9]=2)=[CH:6][C:5]([CH2:16][NH:17][C:18]([C:20]2[CH:21]=[C:22]([CH:27]=[CH:28][CH:29]=2)[C:23]([O:25]C)=[O:24])=[O:19])=[CH:4][CH:3]=1.[OH-].[Li+].C1COCC1.Cl>O>[F:1][C:2]1[C:7]([C:8]2[CH:13]=[CH:12][CH:11]=[C:10]([CH2:14][OH:15])[CH:9]=2)=[CH:6][C:5]([CH2:16][NH:17][C:18]([C:20]2[CH:21]=[C:22]([CH:27]=[CH:28][CH:29]=2)[C:23]([OH:25])=[O:24])=[O:19])=[CH:4][CH:3]=1 |f:1.2|. Procedure: Methyl 3-[({[6-fluoro-3′-(hydroxymethyl)-3-biphenylyl]methyl}amino)-carbonyl]benzoate (0.309 g, 0.786 mmol), lithium hydroxide (0.0282 g, 1.2 mmol), THF (6 mL), and water (2 mL) were combined and stirred under argon at room temperature overnight. Solvents were pumped off, the residue adjusted to pH 2 with 1N HCl, and extracted with EtOAc, washed with brine, dried over anhydrous Na2SO4, filtered and concentrated to afford the title compound as a white solid. LC-MS m/z 379.8 (M+H)+, 1.69 min (ret ... Run in O (water). Reactants: FC1=CC=C(C=C1C1=CC(=CC=C1)CO)CNC(=O)C=1C=C(C(=O)OC)C=CC1 (Methyl 3-[({[6-fluoro-3′-(hydroxymethyl)-3-biphenylyl]methyl}amino)-carbonyl]benzoate), Cl (HCl), [OH-].[Li+] (lithium hydroxide), C1CCOC1 (THF). The product is FC1=CC=C(C=C1C1=CC(=CC=C1)CO)CNC(=O)C=1C=C(C(=O)O)C=CC1 (3-[({[6-Fluoro-3′-(hydroxymethyl)-3-biphenylyl]methyl}-amino)carbonyl]benzoic Acid). Reactants: CCOC(=O)c1noc(-c2cnccc2C(F)(F)F)n1, CO, [Li+], [OH-], O. Product: O=C(O)c1noc(-c2cnccc2C(F)(F)F)n1. Reaction SMILES: [CH2:1]([CH3:2])[O:3][C:4](=[O:5])[c:6]1[n:7][o:8][c:9](-[c:11]2[cH:12][n:13][cH:14][cH:15][c:16]2[C:17]([F:18])([F:19])[F:20])[n:10]1.[CH3:23][OH:24].[Li+:21].[OH-:22].[OH2:25]>>[O:3]=[C:4]([OH:5])[c:6]1[n:7][o:8][c:9](-[c:11]2[cH:12][n:13][cH:14][cH:15][c:16]2[C:17]([F:18])([F:19])[F:20])[n:10]1. Starting materials: CCI (EtI), CC(C)(C)OC(=O)N1CCN(CC1)c2ccc(NC(=O)c3oc(cc3)c4ccc(cc4)C#N)cc2 (p-CN Core). The reagents and catalysts are O=S(=O)(O)O (H2SO4), CCN=P(N=P(N(C)C)(N(C)C)N(C)C)(N(C)C)N(C)C (P2-Et). Solvent: COCCOCCOC (diglyme), CN(C)C=O (DMF), CN(C)C=O (DMF), CN(C)C=O (DMF). Reaction conditions: temperature 23 celsius, time 20 hour. The product is CCN(C(=O)c1oc(cc1)c2ccc(cc2)C#N)c3ccc(cc3)N4CCNCC4 (MK2_Alk_14), CC(C)(C)OC(=O)N1CCN(CC1)c2ccc(NC(=O)c3oc(cc3)c4ccc(cc4)C#N)cc2 (p-CN Core), CC(C)(C)OC(=O)N1CCN(CC1)c2ccc(NC(=O)c3oc(cc3)c4ccc(cc4)C#N)cc2 (MK2_Core_CN). Yield: 45.0%. The reactants are C(C)(C)N(C(C)C)CC (N,N-diisopropylethylamine), C1(CCCC1)C(=O)C=1C(=NC(=NC1Cl)SC)Cl (Cyclopentyl-(4,6-dichloro-2-methylsulfanyl-pyrimidin-5-yl)-methanone), NN (Hydrazine). The solvent is C1CCOC1 (THF). Run at temperature 0 celsius. Yields the product ClC1=C2C(=NC(=N1)SC)NN=C2C2CCCC2 (4-Chloro-3-cyclopentyl-6-methylsulfanyl-1H-pyrazolo[3,4-d]pyrimidine). Yield: 119.2%. RXN SMILES: [CH:1]1([C:6]([C:8]2[C:9](Cl)=[N:10][C:11]([S:15][CH3:16])=[N:12][C:13]=2[Cl:14])=O)[CH2:5][CH2:4][CH2:3][CH2:2]1.C(N(CC)C(C)C)(C)C.[NH2:27][NH2:28]>C1COCC1>[Cl:14][C:13]1[N:12]=[C:11]([S:15][CH3:16])[N:10]=[C:9]2[NH:27][N:28]=[C:6]([CH:1]3[CH2:5][CH2:4][CH2:3][CH2:2]3)[C:8]=12. Reported procedure: Cyclopentyl-(4,6-dichloro-2-methylsulfanyl-pyrimidin-5-yl)-methanone (2.0 g, 6.868 mmol) was dissolved in 25 mL dry THF and stirred at 0° C. under nitrogen. N,N-diisopropylethylamine (2.392 mL, 13.763 mmol) was added dropwise, and the reaction mixture was stirred for five minutes. Hydrazine (0.205 mL, 6.525 mmol) was added dropwise, and the reaction was stirred for 16 hours, during which time the reaction mixture was allowed to warm to room temperature. The reaction mixture was partitioned betwe... The reactants are S1C(=NC=C1)CN1N=CC2=CC(=CC=C12)NC1=NC=NC2=CC=CC(=C12)O[C@@H](C(=O)O)C ((2R)-2-[(4-{[1-(1,3-thiazol-2-ylmethyl)-1H-indazol-5-yl]amino}quinazolin-5-yl)oxy]propanoic acid), N1CCOCC1 (morpholine). Yields the product C[C@H](C(=O)N1CCOCC1)OC1=C2C(=NC=NC2=CC=C1)NC=1C=C2C=NN(C2=CC1)CC=1SC=CN1 (5-[(1R)-1-methyl-2-morpholin-4-yl-2-oxoethoxy]-N-[1-(1,3-thiazol-2-ylmethyl)-1H-indazol-5-yl]quinazolin-4-amine). The yield is 33.0%. Reaction SMILES: [S:1]1[CH:5]=[CH:4][N:3]=[C:2]1[CH2:6][N:7]1[C:15]2[C:10](=[CH:11][C:12]([NH:16][C:17]3[C:26]4[C:21](=[CH:22][CH:23]=[CH:24][C:25]=4[O:27][C@H:28]([CH3:32])[C:29](O)=[O:30])[N:20]=[CH:19][N:18]=3)=[CH:13][CH:14]=2)[CH:9]=[N:8]1.[NH:33]1[CH2:38][CH2:37][O:36][CH2:35][CH2:34]1>>[CH3:32][C@@H:28]([O:27][C:25]1[CH:24]=[CH:23][CH:22]=[C:21]2[C:26]=1[C:17]([NH:16][C:12]1[CH:11]=[C:10]3[C:15](=[CH:14][CH:13]=1)[N:7]([CH2:6][C:2]1[S:1][CH:5]=[CH:4][N:3]=1)[N:8]=[CH:9]3)=[N:18][CH:19]=[N:20]2)[C:29]([N:33]1[CH2:38][CH2:37][O:36][CH2:35][CH2:34]1)=[O:30]. Reported procedure: Using the same procedure as in Example 44, (2R)-2-[(4-{[1-(1,3-thiazol-2-ylmethyl)-1H-indazol-5-yl]amino}quinazolin-5-yl)oxy]propanoic acid (390 mg, 0.87 mmol) was reacted with morpholine to give the title compound as a white solid (148 mg, 33%); NMR Spectrum 1.58 (d, 3H), 3.40-3.75 (m, 8H), 5.88 (q, 1H), 6.04 (s, 2H), 7.29 (d, 1H), 7.36 (d, 1H), 7.66 (s, 1H), 7.73-7.78 (m, 3H), 7.88-7.90 (m, 1H), 8.20 (s, 1H), 8.52 (s, 1H), 8.55 (s, 1H), 11.15 (br s, 1H); Mass spectrum MH+ 516.